From a dataset of the Open Reaction Database (ORD), a public repository of structured organic reaction records. describe an organic reaction: reactants, conditions, products, and yield The reactants are CCOc1ccc2c(c1)N(C)C(=O)C2(C)C, C1N2CN3CN1CN(C2)C3, O, O=C(O)C(F)(F)F. Product: CCOc1cc2c(cc1C=O)C(C)(C)C(=O)N2C. Reaction SMILES: [CH2:11]([CH3:12])[O:13][c:14]1[cH:15][cH:16][c:17]2[c:21]([cH:22]1)[N:20]([CH3:23])[C:19](=[O:24])[C:18]2([CH3:25])[CH3:26].[CH2:1]1[N:2]2[CH2:3][N:4]3[CH2:5][N:6]([CH2:7]2)[CH2:8][N:9]1[CH2:10]3.[OH2:27].[OH:28][C:29]([C:30]([F:31])([F:32])[F:33])=[O:34]>>[CH2:11]([CH3:12])[O:13][c:14]1[c:15]([CH:29]=[O:28])[cH:16][c:17]2[c:21]([cH:22]1)[N:20]([CH3:23])[C:19](=[O:24])[C:18]2([CH3:25])[CH3:26]. Starting materials: C(C)(C)(C)OC(=O)N(CC1=CC=C(C=C1)C1=C(C=CC=C1)C#N)C1=C(C(=O)OC)C=CC=C1[N+](=O)[O-] (methyl 2-[N-t-butoxycarbonyl-N-[(2′-cyano-biphenyl-4-yl)methyl]amino]-3-nitrobenzoate), Cl (hydrochloric acid). The solvent is CO (methanol). The product is C(#N)C1=C(C=CC=C1)C1=CC=C(C=C1)CNC1=C(C(=O)OC)C=CC=C1[N+](=O)[O-] (methyl 2-[N-(2′-cyanobiphenyl-4-yl)methylamino]-3-nitrobenzoate). Yield: 76.1%. As a reaction SMILES: C(OC([N:8]([C:24]1[C:33]([N+:34]([O-:36])=[O:35])=[CH:32][CH:31]=[CH:30][C:25]=1[C:26]([O:28][CH3:29])=[O:27])[CH2:9][C:10]1[CH:15]=[CH:14][C:13]([C:16]2[CH:21]=[CH:20][CH:19]=[CH:18][C:17]=2[C:22]#[N:23])=[CH:12][CH:11]=1)=O)(C)(C)C.Cl>CO>[C:22]([C:17]1[CH:18]=[CH:19][CH:20]=[CH:21][C:16]=1[C:13]1[CH:14]=[CH:15][C:10]([CH2:9][NH:8][C:24]2[C:33]([N+:34]([O-:36])=[O:35])=[CH:32][CH:31]=[CH:30][C:25]=2[C:26]([O:28][CH3:29])=[O:27])=[CH:11][CH:12]=1)#[N:23]. Procedure details: To the acetonitrile solution where BMB is mixing with 2-(4-methylphenyl)benzonitrile [MPB] which was not brominated and 2-(4,4-dibromomethylphenyl)benzonitrile which is a compound similar to BMB, was added a mixture of methyl 2-tert-butoxycarbonylamino-3-nitrobenzoate [BAN] 30.1 g, potassium carbonate 40.8 g and acetonitrile 160 ml and the solution was stirred at about 82° C. for about 5 hours to proceed the reaction. The solution was cooled to room temperature and precipitated crystals were fil... The reactants are [N+](=O)([O-])C1=C(OCCOC2=C(C=CC=C2)[N+](=O)[O-])C=CC(=C1)C(C)(C)C (1-(2-nitro-4-tert-butylphenoxy)-2-(2-nitrophenoxy)ethane), NN (Hydrazine). Reagents/catalysts: [Pd] (Pd/C). Solvent: C(C)O (ethanol). Conditions: temperature 0 celsius. Product: NC1=C(OCCOC2=C(C=CC=C2)N)C=CC(=C1)C(C)(C)C (1-(2-amino-4-t-butylphenoxy)-2-(2-aminophenoxy)ethane). Isolated yield 92.0%. Reaction SMILES: [N+:1]([C:4]1[CH:22]=[C:21]([C:23]([CH3:26])([CH3:25])[CH3:24])[CH:20]=[CH:19][C:5]=1[O:6][CH2:7][CH2:8][O:9][C:10]1[CH:15]=[CH:14][CH:13]=[CH:12][C:11]=1[N+:16]([O-])=O)([O-])=O.NN>C(O)C.[Pd]>[NH2:1][C:4]1[CH:22]=[C:21]([C:23]([CH3:26])([CH3:25])[CH3:24])[CH:20]=[CH:19][C:5]=1[O:6][CH2:7][CH2:8][O:9][C:10]1[CH:15]=[CH:14][CH:13]=[CH:12][C:11]=1[NH2:16]. Procedure: The compound prepared in Step A (6.1 g, 17 mmole) was suspended in 100 ml of absolute ethanol with 0.20 g of 10% Pd/C and the mixture was heated to reflux. Hydrazine (5 ml) was added and the resulting solution was refluxed for 30 minutes. The solution was filtered while hot through celite, then cooled to 0° C. The resulting white precipitate was collected and dried to give 4.7 g of the desired product (92%), m.p. 147.5°-150.5° C. Starting materials: CCOC(=O)c1cnn(C2CCCCC2)c1Cl, CO, [Li+], [OH-], O. The product is O=C(O)c1cnn(C2CCCCC2)c1Cl. As a reaction SMILES: [CH2:1]([CH3:2])[O:3][C:4](=[O:5])[c:6]1[cH:7][n:8][n:9]([CH:12]2[CH2:13][CH2:14][CH2:15][CH2:16][CH2:17]2)[c:10]1[Cl:11].[CH3:21][OH:22].[Li+:18].[OH-:19].[OH2:20]>>[O:3]=[C:4]([OH:5])[c:6]1[cH:7][n:8][n:9]([CH:12]2[CH2:13][CH2:14][CH2:15][CH2:16][CH2:17]2)[c:10]1[Cl:11]. The reactants are CC(C)N1N=NC=C1C(=O)OCC (ethyl 1-(1-methylethyl)-1H-1,2,3-triazole-5-carboxylate), [OH-].[Na+] (sodium hydroxide). Run in CO (methanol). Conditions: temperature 20 celsius, time 18 hour. Yields the product CC(C)N1N=NC=C1C(=O)O (1-(1-Methylethyl)-1H-1,2,3-triazole-5-carboxylic acid). Yield: 75.0%. RXN SMILES: [CH3:1][CH:2]([N:4]1[C:8]([C:9]([O:11]CC)=[O:10])=[CH:7][N:6]=[N:5]1)[CH3:3].[OH-].[Na+]>CO>[CH3:3][CH:2]([N:4]1[C:8]([C:9]([OH:11])=[O:10])=[CH:7][N:6]=[N:5]1)[CH3:1] |f:1.2|. Procedure: To a solution of ethyl 1-(1-methylethyl)-1H-1,2,3-triazole-5-carboxylate (0.315 g) in methanol (5 ml) was added sodium hydroxide (5 ml) and the mixture stirred at 20° C. for 18 h. The solvent was removed in vacuo and the residue taken up in water (5 ml) and acidified with 2M hydrochloric acid. The mixture was extracted with ethyl acetate and dried over sodium sulphate then filtered and evaporated to give the title compound (0.2 g) a white solid. Starting materials: C1(=CC=CC=C1)S(=O)(=O)CC(=O)O (phenyl sulfonylacetic acid), ClC1=C(C=O)C=CC(=C1)Cl (2,4-dichlorobenzaldehyde). Product: C1(=CC=CC=C1)S(=O)(=O)\C=C\C1=C(C=C(C=C1)Cl)Cl (E-2,4-dichlorostyryl phenyl sulfone). Isolated yield 60.0%. RXN SMILES: [C:1]1([S:7]([CH2:10][C:11](O)=O)(=[O:9])=[O:8])[CH:6]=[CH:5][CH:4]=[CH:3][CH:2]=1.[Cl:14][C:15]1[CH:22]=[C:21]([Cl:23])[CH:20]=[CH:19][C:16]=1C=O>>[C:1]1([S:7](/[CH:10]=[CH:11]/[C:20]2[CH:19]=[CH:16][C:15]([Cl:14])=[CH:22][C:21]=2[Cl:23])(=[O:9])=[O:8])[CH:6]=[CH:5][CH:4]=[CH:3][CH:2]=1. Reported procedure: A solution of phenyl sulfonylacetic acid (0.01 mol) and 2,4-dichlorobenzaldehyde (0.01 mol) was subjected to Procedure 1. The title compound was obtained in 60-65% yield. Starting materials: OC(CNC(C(=O)OCC)=O)C (ethyl 2-(2-hydroxypropylamino)-2-oxo-acetate), CC(=O)OI1(C=2C=CC=CC2C(=O)O1)(OC(=O)C)OC(=O)C (Dess Martin periodinane). The solvent is O (water), C(Cl)Cl (DCM). Conditions: time 2 hour. The product is C(C(=O)C)NC(C(=O)OCC)=O (Ethyl 2-(acetonylamino)-2-oxo-acetate). Yield: 87.0%. Reaction SMILES: [OH:1][CH:2]([CH3:12])[CH2:3][NH:4][C:5](=[O:11])[C:6]([O:8][CH2:9][CH3:10])=[O:7].CC(OI1(OC(C)=O)(OC(C)=O)OC(=O)C2C=CC=CC1=2)=O>C(Cl)Cl.O>[CH2:3]([NH:4][C:5](=[O:11])[C:6]([O:8][CH2:9][CH3:10])=[O:7])[C:2]([CH3:12])=[O:1]. Procedure: To a stirred solution of ethyl 2-(2-hydroxypropylamino)-2-oxo-acetate (10.7 g, 61.07 mmol) in DCM (100.0 mL), is added Dess Martin periodinane (25.9 g, 61.07 mmol) at 0° C. The reaction mixture is stirred at room temperature for 2 hours, diluted with water (100 mL) at 0° C., and extracted with DCM (2×100 mL). The combined organic layer is washed with water (2×50 mL) and saturated brine (50 mL), dried over Na2SO4, and evaporated under reduced pressure. The crude material is purified by silica gel... Starting materials: C1CCOC1, COC(=O)C(C)(C)NC(=O)c1ccc2ccccc2c1C=CCCc1ccccc1, CO, [Na+], [OH-]. Yields the product CC(C)(NC(=O)c1ccc2ccccc2c1C=CCCc1ccccc1)C(=O)O. Reaction SMILES: [CH2:35]1[O:36][CH2:37][CH2:38][CH2:39]1.[CH3:1][O:2][C:3]([C:4]([CH3:5])([NH:6][C:7](=[O:8])[c:9]1[c:10]([CH:19]=[CH:20][CH2:21][CH2:22][c:23]2[cH:24][cH:25][cH:26][cH:27][cH:28]2)[c:11]2[cH:12][cH:13][cH:14][cH:15][c:16]2[cH:17][cH:18]1)[CH3:29])=[O:30].[CH3:33][OH:34].[Na+:32].[OH-:31]>>[O:2]=[C:3]([C:4]([CH3:5])([NH:6][C:7](=[O:8])[c:9]1[c:10]([CH:19]=[CH:20][CH2:21][CH2:22][c:23]2[cH:24][cH:25][cH:26][cH:27][cH:28]2)[c:11]2[cH:12][cH:13][cH:14][cH:15][c:16]2[cH:17][cH:18]1)[CH3:29])[OH:30]. The reactants are OC1C(CCCC1)C1(CNC1)O (3-(2-hydroxycyclohexyl)azetidin-3-ol), FC=1C(=C(C(=O)F)C=CC1F)NC1=C(C=C(C=C1)I)F (3,4-difluoro-2-(2-fluoro-4-iodophenylamino)benzoyl fluoride). Product: FC=1C(=C(C=CC1F)C(=O)N1CC(C1)(O)[C@H]1[C@H](CCCC1)O)NC1=C(C=C(C=C1)I)F ((±)-1-({3,4-difluoro-2-[(2-fluoro-4-iodophenyl)amino]phenyl}carbonyl)-3-[(cis)-2-hydroxycyclohexyl]azetidin-3-ol). Reaction SMILES: [OH:1][CH:2]1[CH2:7][CH2:6][CH2:5][CH2:4][CH:3]1[C:8]1([OH:12])[CH2:11][NH:10][CH2:9]1.[F:13][C:14]1[C:15]([NH:24][C:25]2[CH:30]=[CH:29][C:28]([I:31])=[CH:27][C:26]=2[F:32])=[C:16]([CH:20]=[CH:21][C:22]=1[F:23])[C:17](F)=[O:18]>>[F:13][C:14]1[C:15]([NH:24][C:25]2[CH:30]=[CH:29][C:28]([I:31])=[CH:27][C:26]=2[F:32])=[C:16]([C:17]([N:10]2[CH2:11][C:8]([C@@H:3]3[CH2:4][CH2:5][CH2:6][CH2:7][C@@H:2]3[OH:1])([OH:12])[CH2:9]2)=[O:18])[CH:20]=[CH:21][C:22]=1[F:23]. Procedure: The compounds of examples 25a and 25b were synthesized starting from benzyl 3-hydroxy-3-(2-oxycyclohenyl)azetidine-1-carboxylate prepared according to the procedure given in example 25. The ketone was reduced to give benzyl 3-hydroxy-3-(2-hydroxycyclohexyl)azetidine-1-carboxylate as a mixture of racemic diastereomers which were subjected to hydrogenation to afford 3-(2-hydroxycyclohexyl)azetidin-3-ol. 3-(2-hydroxycyclohexyl)azetidin-3-ol was then carried forward in a coupling step with 3,4-diflu... Reactants: Cc1ccc(F)cc1C(=O)O, O, O=[N+]([O-])O, O=S(=O)(O)O. The product is Cc1c(C(=O)O)cc(F)cc1[N+](=O)[O-]. RXN SMILES: [F:6][c:7]1[cH:8][cH:9][c:10]([CH3:16])[c:11]([C:12](=[O:13])[OH:14])[cH:15]1.[OH2:21].[OH:17][N+:18]([O-:19])=[O:20].[S:1](=[O:2])(=[O:3])([OH:4])[OH:5]>>[F:6][c:7]1[cH:8][c:9]([N+:18](=[O:17])[O-:19])[c:10]([CH3:16])[c:11]([C:12](=[O:13])[OH:14])[cH:15]1.